Dataset: the Open Reaction Database (ORD), a public repository of structured organic reaction records. Task: describe an organic reaction: reactants, conditions, products, and yield Yields the product O=C(Oc1ccc([N+](=O)[O-])cc1)OC1CN(C(=O)Cc2ccc(F)cc2)N(C(=O)OCc2ccccc2)C1. RXN SMILES: [CH2:1]([c:2]1[cH:3][cH:4][cH:5][cH:6][cH:7]1)[O:8][C:9](=[O:10])[N:11]1[N:12]([C:17]([CH2:18][c:19]2[cH:20][cH:21][c:22]([F:25])[cH:23][cH:24]2)=[O:26])[CH2:13][CH:14]([OH:16])[CH2:15]1.[Cl:27][C:28](=[O:29])[O:30][c:31]1[cH:32][cH:33][c:34]([N+:37](=[O:38])[O-:39])[cH:35][cH:36]1.[Cl:46][CH2:47][Cl:48].[OH2:49].[cH:40]1[cH:41][cH:42][n:43][cH:44][cH:45]1>>[CH2:1]([c:2]1[cH:3][cH:4][cH:5][cH:6][cH:7]1)[O:8][C:9](=[O:10])[N:11]1[N:12]([C:17]([CH2:18][c:19]2[cH:20][cH:21][c:22]([F:25])[cH:23][cH:24]2)=[O:26])[CH2:13][CH:14]([O:16][C:28](=[O:29])[O:30][c:31]2[cH:32][cH:33][c:34]([N+:37](=[O:38])[O-:39])[cH:35][cH:36]2)[CH2:15]1. The reactants are O=C(Cc1ccc(F)cc1)N1CC(O)CN1C(=O)OCc1ccccc1, O=C(Cl)Oc1ccc([N+](=O)[O-])cc1, ClCCl, O, c1ccncc1. Starting materials: Cl.ClC1=CC=C(C=C1)C=1NC(=C(N1)CO)C (2-p-chlorophenyl-4-hydroxymethyl-5-methyl-imidazole hydrochloride), S(=O)(Cl)Cl (thionyl chloride). The solvent is C(Cl)(Cl)Cl (chloroform), C(Cl)(Cl)Cl (CHCl3). Yields the product Cl.ClCC=1N=C(NC1C)C1=CC=C(C=C1)Cl (4-chloromethyl-2-p-chlorophenyl-5-methylimidazole hydrochloride). Isolated yield 98.0%. As a reaction SMILES: Cl.[Cl:2][C:3]1[CH:8]=[CH:7][C:6]([C:9]2[NH:10][C:11]([CH3:16])=[C:12]([CH2:14]O)[N:13]=2)=[CH:5][CH:4]=1.S(Cl)([Cl:19])=O>C(Cl)(Cl)Cl>[ClH:2].[Cl:19][CH2:14][C:12]1[N:13]=[C:9]([C:6]2[CH:7]=[CH:8][C:3]([Cl:2])=[CH:4][CH:5]=2)[NH:10][C:11]=1[CH3:16] |f:0.1,4.5|. Reported procedure: To a stirred slurry of 10.4 g (0.04 mole) of 2-p-chlorophenyl-4-hydroxymethyl-5-methyl-imidazole hydrochloride in 250 ml of chloroform is added 10 g (0.08 mole) of thionyl chloride in CHCl3. The reaction mixture is warmed to reflux for 6 hours with stirring and then cooled to room temperature. White crystals of 4-chloromethyl-2-p-chlorophenyl-5-methylimidazole hydrochloride in 98% yield, m.p., 224°-226° C (dec.) are obtained. This material is collected and dissolved in 50 ml of warm DMSO and add...